This data is from the Open Reaction Database (ORD), a public repository of structured organic reaction records. The task is: describe an organic reaction: reactants, conditions, products, and yield Reactants: C([O-])([O-])=O.[K+].[K+] (Potassium carbonate), ClC=1C=C(C(=O)OC)C=CN1 (methyl 2-chloroisonicotinate), ClC=1C=C(C=C(C1)Cl)B1OC(C(O1)(C)C)(C)C (2-(3,5-dichlorophenyl)-4,4,5,5-tetramethyl-1,3,2-dioxaborolane), CO (MeOH). Reagents/catalysts: Cl[Pd]Cl (PdCl2). Run in O (water), C(Cl)Cl (DCM), three. Reaction conditions: temperature 100 celsius. The product is ClC=1C=C(C=C(C1)Cl)C=1C=C(C(=O)OC)C=CN1 (Methyl 2-(3,5-dichlorophenyl)isonicotinate). The yield is 74.2%. Reaction SMILES: C(=O)([O-])[O-].[K+].[K+].Cl[C:8]1[CH:9]=[C:10]([CH:15]=[CH:16][N:17]=1)[C:11]([O:13][CH3:14])=[O:12].[Cl:18][C:19]1[CH:20]=[C:21](B2OC(C)(C)C(C)(C)O2)[CH:22]=[C:23]([Cl:25])[CH:24]=1.CO>O.C(Cl)Cl.Cl[Pd]Cl>[Cl:18][C:19]1[CH:20]=[C:21]([C:8]2[CH:9]=[C:10]([CH:15]=[CH:16][N:17]=2)[C:11]([O:13][CH3:14])=[O:12])[CH:22]=[C:23]([Cl:25])[CH:24]=1 |f:0.1.2|. Reported procedure: Potassium carbonate (2.416 g, 17.48 mmol), methyl 2-chloroisonicotinate (5 g, 29.14 mmol), 2-(3,5-dichlorophenyl)-4,4,5,5-tetramethyl-1,3,2-dioxaborolane (10.34 g, 37.88 mmol), PdCl2 (dppf) (0.633 g, 0.87 mmol), and MeOH (45.7 mL) were split in three 20 mL microwave-vials and heated to 100° C. in a single node microwave reactor for 20 min. The reaction mixture was diluted with water and DCM, the aqueous layer extracted with DCM and the combined organic layers were evaporated. Purified by automat... The reactants are ClCC(=O)O (chloroacetic acid), SC1=NC(=CC(N1)=O)CC (2-mercapto-6-ethylpyrimidine-4-one), Cl (HCl). The solvent is O (water). Conditions: time 2 hour. The product is OC1=NC(=CC(=N1)O)CC (2,4-dihydroxy-6-ethylpyrimidine). Yield: 42.8%. Reaction SMILES: ClCC(O)=[O:4].S[C:7]1[NH:12][C:11](=[O:13])[CH:10]=[C:9]([CH2:14][CH3:15])[N:8]=1.Cl>O>[OH:4][C:7]1[N:12]=[C:11]([OH:13])[CH:10]=[C:9]([CH2:14][CH3:15])[N:8]=1. Procedure details: A mixture solution of chloroacetic acid(33.3 g, 0.352 mol), water(400 ml) and 2-mercapto-6-ethylpyrimidine-4-one(29 g, 0.186 mol) prepared in the above Step 1 was heated to reflux for 14 hours and cooled to a room temperature. To the reaction mixture was added conc. HCl(95 ml) and the mixture was heated to reflux for 1 day. After the reaction mixture was cooled to a room temperature and concentrated under a reduced pressure, the residue was diluted with water. After stirring for 2 hours, the res... Reactants: CCOC(=O)c1cc(Br)sc1C(C)O, CC[SiH](CC)CC, O=C(O)C(F)(F)F. Product: CCOC(=O)c1cc(Br)sc1CC. RXN SMILES: [Br:1][c:2]1[cH:3][c:4]([C:10](=[O:11])[O:12][CH2:13][CH3:14])[c:5]([CH:7]([CH3:8])[OH:9])[s:6]1.[CH2:15]([SiH:16]([CH2:17][CH3:18])[CH2:19][CH3:20])[CH3:21].[OH:22][C:23]([C:24]([F:25])([F:26])[F:27])=[O:28]>>[Br:1][c:2]1[cH:3][c:4]([C:10](=[O:11])[O:12][CH2:13][CH3:14])[c:5]([CH2:7][CH3:8])[s:6]1. Starting materials: BrC1=C2C(=C(C=3N(C4=CC=C(C=C4C13)F)C(=O)OC(C)(C)C)OC)NC=1C=CC(=CC12)F (tert-butyl 12-bromo-2,10-difluoro-6-methoxyindolo[2,3-b]carbazole-5(7H)-carboxylate), N1CCCC1 (pyrrolidine), C=1C=CC(=CC1)P(C=2C=CC=CC2)C3=CC=C4C=CC=CC4=C3C5=C6C=CC=CC6=CC=C5P(C=7C=CC=CC7)C=8C=CC=CC8 (BINAP), CC(C)(C)[O-].[Na+] (NaOtBu), C(=O)(C(F)(F)F)O (TFA). The reagents and catalysts are CC(=O)[O-].CC(=O)[O-].[Pd+2] (Pd(OAc)2). Yields the product FC=1C=C2C=3C(=C4C(=C(C3NC2=CC1)OC)NC=1C=CC(=CC14)F)N1CCCC1 (2,10-difluoro-6-methoxy-12-(pyrrolidin-1-yl)-5,7-dihydroindolo[2,3-b]carbazole). As a reaction SMILES: Br[C:2]1[C:14]2[C:13]3[C:8](=[CH:9][CH:10]=[C:11]([F:15])[CH:12]=3)[N:7](C(OC(C)(C)C)=O)[C:6]=2[C:5]([O:23][CH3:24])=[C:4]2[NH:25][C:26]3[CH:27]=[CH:28][C:29]([F:32])=[CH:30][C:31]=3[C:3]=12.[NH:33]1[CH2:37][CH2:36][CH2:35][CH2:34]1.C1C=CC(P(C2C(C3C(P(C4C=CC=CC=4)C4C=CC=CC=4)=CC=C4C=3C=CC=C4)=C3C(C=CC=C3)=CC=2)C2C=CC=CC=2)=CC=1.CC([O-])(C)C.[Na+].C(O)(C(F)(F)F)=O>CC([O-])=O.CC([O-])=O.[Pd+2]>[F:15][C:11]1[CH:12]=[C:13]2[C:8](=[CH:9][CH:10]=1)[NH:7][C:6]1[C:5]([O:23][CH3:24])=[C:4]3[NH:25][C:26]4[CH:27]=[CH:28][C:29]([F:32])=[CH:30][C:31]=4[C:3]3=[C:2]([N:33]3[CH2:37][CH2:36][CH2:35][CH2:34]3)[C:14]2=1 |f:3.4,6.7.8|. Reported procedure: The title compound was prepared by the reaction tert-butyl 12-bromo-2,10-difluoro-6-methoxyindolo[2,3-b]carbazole-5(7H)-carboxylate with pyrrolidine in the presence of Pd(OAc)2, BINAP, and NaOtBu at 80° C. for 2 h, followed deprotection with TFA. 1H NMR (400 MHz, DMSO-d6) δ ppm 11.29 (s, 2H), 7.70 (dd, J=10.0, 2.4 Hz, 2H), 7.43 (dd, J=8.8, 4.8 Hz, 2H), 7.19 (td, J=9.2, 2.4 Hz, 2H), 4.05 (s, 3H), 3.43-3.55 (m, 4H), 2.40-2.30 (m, 4H). Run in [OH-].[Na+] (NaOH). Reactants: S(=O)(=O)(O)[O-].[NH3+]C1=CC=CC=C1 (anilinium hydrogensulphate), NC1=CC=CC=C1 (aniline). Yields the product NC=1C(=CC=CC1)S(=O)(=O)O (aniline-2-sulphonic acid), NC=1C(=CC(=CC1)S(=O)(=O)O)S(=O)(=O)O (aniline-2,4-disulphonic acid). Yield: 0.0%. Reaction SMILES: [S:1]([O-:5])([OH:4])(=[O:3])=[O:2].[NH3+:6][C:7]1[CH:12]=[CH:11][CH:10]=[CH:9][CH:8]=1.[NH2:13][C:14]1[CH:19]=[CH:18][CH:17]=[CH:16][CH:15]=1>[OH-].[Na+]>[NH2:6][C:7]1[C:8]([S:1]([OH:5])(=[O:3])=[O:2])=[CH:9][CH:10]=[CH:11][CH:12]=1.[NH2:13][C:14]1[C:19]([S:1]([OH:4])(=[O:3])=[O:2])=[CH:18][C:17]([S:1]([OH:5])(=[O:4])=[O:3])=[CH:16][CH:15]=1 |f:0.1,3.4|. Procedure: 439.7 g of powdered anilinium hydrogensulphate were heated for 7 hours at 200° C. in a closed autoclave. After cooling, the autoclave was opened and the solid was dissolved in 1N NaOH (pH 7.2), deposited aniline was separated off, residual aniline was removed by extraction with methylene chloride (2×100 ml) and the aqueous phase was evaporated to dryness. The analysis of the powdery product showed a yield of p-sulphanilic acid Na salt of 68.5%, based on employed aniline. 0.7% of aniline-2-sulpho...